Dataset: the Open Reaction Database (ORD), a public repository of structured organic reaction records. Task: describe an organic reaction: reactants, conditions, products, and yield The reactants are On1c(CCCCCl)nc2cnc3ccccc3c21, [H-], [Na+], CN(C)C=O, O. The product is c1ccc2c(c1)ncc1nc3n(c12)OCCCC3. As a reaction SMILES: [Cl:1][CH2:2][CH2:3][CH2:4][CH2:5][c:6]1[n:7]([OH:19])[c:8]2[c:9]([cH:10][n:11][c:12]3[cH:13][cH:14][cH:15][cH:16][c:17]23)[n:18]1.[H-:21].[Na+:20].[O:23]=[CH:24][N:25]([CH3:26])[CH3:27].[OH2:22]>>[CH2:2]1[CH2:3][CH2:4][CH2:5][c:6]2[n:7]([c:8]3[c:9]([cH:10][n:11][c:12]4[cH:13][cH:14][cH:15][cH:16][c:17]34)[n:18]2)[O:19]1. The reactants are O, S=P12SP3(=S)SP(=S)(S1)SP(=S)(S2)S3, O=C1CC(c2ccccc2)=Nc2ccccc2N1, c1ccncc1. Yields the product S=C1CC(c2ccccc2)=Nc2ccccc2N1. As a reaction SMILES: [OH2:39].[P:19]12(=[S:20])[S:21][P:22]3(=[S:32])[S:23][P:24](=[S:30])([S:25][P:26](=[S:29])([S:27]3)[S:28]1)[S:31]2.[c:1]1([C:7]2=[N:8][c:9]3[c:10]([cH:15][cH:16][cH:17][cH:18]3)[NH:11][C:12](=[O:14])[CH2:13]2)[cH:2][cH:3][cH:4][cH:5][cH:6]1.[cH:33]1[cH:34][cH:35][n:36][cH:37][cH:38]1>>[c:1]1([C:7]2=[N:8][c:9]3[c:10]([cH:15][cH:16][cH:17][cH:18]3)[NH:11][C:12](=[S:20])[CH2:13]2)[cH:2][cH:3][cH:4][cH:5][cH:6]1. Starting materials: OC1(C2=CC=CC=C2C(C=2C=CC=CC12)=O)C1=CC=C(C=C1)C (9,10-dihydro-9-hydroxy-9-(4-methylphenyl)-10-oxo-anthracene), S(=O)(Cl)Cl (thionyl chloride). Solvent: C(Cl)Cl (methylene chloride). Yields the product ClC1(C2=CC=CC=C2C(C=2C=CC=CC12)=O)C1=CC=C(C=C1)C (9-chloro-9,10-dihydro-9-(4-methylphenyl)-10-oxo-anthracene). Yield: 81.1%. As a reaction SMILES: O[C:2]1([C:17]2[CH:22]=[CH:21][C:20]([CH3:23])=[CH:19][CH:18]=2)[C:15]2[CH:14]=[CH:13][CH:12]=[CH:11][C:10]=2[C:9](=[O:16])[C:8]2[C:3]1=[CH:4][CH:5]=[CH:6][CH:7]=2.S(Cl)([Cl:26])=O>C(Cl)Cl>[Cl:26][C:2]1([C:17]2[CH:18]=[CH:19][C:20]([CH3:23])=[CH:21][CH:22]=2)[C:15]2[CH:14]=[CH:13][CH:12]=[CH:11][C:10]=2[C:9](=[O:16])[C:8]2[C:3]1=[CH:4][CH:5]=[CH:6][CH:7]=2. Reported procedure: 42 g (0.14 mol) of 9,10-dihydro-9-hydroxy-9-(4-methylphenyl)-10-oxo-anthracene and 20.2 g (107 mol) of thionyl chloride in 500 ml of methylene chloride are heated under reflux for 8 hours. Thereafter, the solvent is distilled off in vacuo and the solid which remains is recrystallised from petroleum ether. 36.2 g (70.9% of theory) of 9-chloro-9,10-dihydro-9-(4-methylphenyl)-10-oxo-anthracene of melting point 136°-140° C. are obtained. The reactants are ClCCCCC1=CC(=NN1CC)C#N (5-(4-Chlorobutyl)-1-ethyl-1H-pyrazole-3-carbonitrile), C(C)(=O)[O-].[K+] (potassium acetate), BrBr (bromine). Solvent: C(C)(=O)O (acetic acid). Conditions: time 8 hour. Product: BrC=1C(=NN(C1CCCCCl)CC)C#N (4-bromo-5-(4-chlorobutyl)-1-ethyl-1H-pyrazole-3-carbonitrile). As a reaction SMILES: [Cl:1][CH2:2][CH2:3][CH2:4][CH2:5][C:6]1[N:10]([CH2:11][CH3:12])[N:9]=[C:8]([C:13]#[N:14])[CH:7]=1.C([O-])(=O)C.[K+].[Br:20]Br>C(O)(=O)C>[Br:20][C:7]1[C:8]([C:13]#[N:14])=[N:9][N:10]([CH2:11][CH3:12])[C:6]=1[CH2:5][CH2:4][CH2:3][CH2:2][Cl:1] |f:1.2|. Procedure: 5-(4-Chlorobutyl)-1-ethyl-1H-pyrazole-3-carbonitrile (10.8 g, 51.0 mmol) was treated with potassium acetate (10.0 g, 102 mmol) and bromine (2.9 mL, 56 mmol) in acetic acid (102 mL), and the reaction was stirred overnight at ambient temperature. The acetic acid was removed under reduced pressure, and the residue was partitioned between water and chloroform. The mixture was adjusted to pH 10 with the addition of 2 N aqueous sodium carbonate. The aqueous layer was extracted with chloroform, and the... Reactants: CN(C)C=O, CNC(=O)CCCl, OC(c1ccc(F)cc1)(c1ccc(F)cc1)C1CCNCC1, [I-], [K+], [Na+], [Na+], O=C([O-])[O-], O. Yields the product CNC(=O)CCN1CCC(C(O)(c2ccc(F)cc2)c2ccc(F)cc2)CC1. As a reaction SMILES: [CH3:38][N:39]([CH3:40])[CH:41]=[O:42].[Cl:23][CH2:24][CH2:25][C:26](=[O:27])[NH:28][CH3:29].[F:1][c:2]1[cH:3][cH:4][c:5]([C:8]([OH:9])([CH:10]2[CH2:11][CH2:12][NH:13][CH2:14][CH2:15]2)[c:16]2[cH:17][cH:18][c:19]([F:22])[cH:20][cH:21]2)[cH:6][cH:7]1.[I-:37].[K+:36].[Na+:30].[Na+:31].[O-:32][C:33](=[O:34])[O-:35].[OH2:43]>>[F:1][c:2]1[cH:3][cH:4][c:5]([C:8]([OH:9])([CH:10]2[CH2:11][CH2:12][N:13]([CH2:24][CH2:25][C:26](=[O:27])[NH:28][CH3:29])[CH2:14][CH2:15]2)[c:16]2[cH:17][cH:18][c:19]([F:22])[cH:20][cH:21]2)[cH:6][cH:7]1.